Dataset: the Open Reaction Database (ORD), a public repository of structured organic reaction records. Task: describe an organic reaction: reactants, conditions, products, and yield Reactants: IC1=C(C=CC(=C1)[N+](=O)[O-])C1=CC=C(C=C1)[N+](=O)[O-] (2-Iodo-4,4'-Dinitrobiphenyl), C(#N)[Cu] (CuCN). Run in [Cl-].[NH4+] (ammonium chloride). Conditions: time 2 hour. Yields the product C(#N)C1=C(C=CC(=C1)[N+](=O)[O-])C1=CC=C(C=C1)[N+](=O)[O-] (2-Cyano-4,4'-Dinitrobiphenyl). Yield: 89.8%. As a reaction SMILES: I[C:2]1[CH:7]=[C:6]([N+:8]([O-:10])=[O:9])[CH:5]=[CH:4][C:3]=1[C:11]1[CH:16]=[CH:15][C:14]([N+:17]([O-:19])=[O:18])=[CH:13][CH:12]=1.[C:20]([Cu])#[N:21]>[Cl-].[NH4+]>[C:20]([C:2]1[CH:7]=[C:6]([N+:8]([O-:10])=[O:9])[CH:5]=[CH:4][C:3]=1[C:11]1[CH:16]=[CH:15][C:14]([N+:17]([O-:19])=[O:18])=[CH:13][CH:12]=1)#[N:21] |f:2.3|. Reported procedure: A solution of the iodide 77 (5.0 g, 13.66 mmol) and CuCN (1.65 g, 18.42 mmol) in 30 mL of anhydrous dimethiylsulfoxide was heated (180° C.) under an argon atmosphere. After 2 hr, the reaction mixture was added to a 0° solution of aqueous ammonium chloride (100 mL) and filtered through a Buchner funnel. The insoluble product was partitioned into methylene chloride and water. The separated or ganic layer was dried over MgSO4 and concentrated. The crude product was purified by silica gel chromatogr... Reactants: BrC1=NC2=C(N1[C@H]1[C@@H]([C@H](O)[C@H](O1)C)F)C=C(C(=C2)Cl)Cl (2-Bromo-5,6-dichloro-1-(2,5-dideoxy-2-fluoro-beta-D-ribofuranosyl)-1H-benzimidazole), C(C)(C)N (isopropylamine). Solvent: C(C)O (ethanol). Yields the product ClC1=CC2=C(N(C(=N2)NC(C)C)[C@H]2[C@@H]([C@H](O)[C@H](O2)C)F)C=C1Cl (5,6-Dichloro-1-(2,5-dideoxy-2-fluoro-beta-D-ribofuranosyl)-N-(1-methylethyl)-1H-benzimidazol-2-amine). Isolated yield 85.0%. As a reaction SMILES: Br[C:2]1[N:6]([C@@H:7]2[O:12][C@H:11]([CH3:13])[C@@H:9]([OH:10])[C@H:8]2[F:14])[C:5]2[CH:15]=[C:16]([Cl:20])[C:17]([Cl:19])=[CH:18][C:4]=2[N:3]=1.[CH:21]([NH2:24])([CH3:23])[CH3:22]>C(O)C>[Cl:19][C:17]1[C:16]([Cl:20])=[CH:15][C:5]2[N:6]([C@@H:7]3[O:12][C@H:11]([CH3:13])[C@@H:9]([OH:10])[C@H:8]3[F:14])[C:2]([NH:24][CH:21]([CH3:23])[CH3:22])=[N:3][C:4]=2[CH:18]=1. Reported procedure: 2-Bromo-5,6-dichloro-1-(2,5-dideoxy-2-fluoro-beta-D-ribofuranosyl)-1H-benzimidazole (0.075 g, 0.2 mmoles) was heated in a solution of isopropylamine (Fluka, 2 mL) and absolute ethanol (6 mL) in a 90° C. oil bath for 18 hrs. The solvents were removed in vacuo. The residue was partitioned between water and ethyl acetate. The ethyl acetate solution was dried with MgSO4, filtered and solvent removed in vacuo to give the product (0.06 g) in 85% yield. MS (APCl+): m+1/z, 362; 1H NMR (DMSO-6) δ7.39 (s,... Reactants: CCO, NN, COC(=O)c1ncccc1O. Product: NNC(=O)c1ncccc1O. As a reaction SMILES: [CH3:14][CH2:15][OH:16].[NH2:1][NH2:2].[OH:3][c:4]1[c:5]([C:10]([O:12][CH3:11])=[O:13])[n:6][cH:7][cH:8][cH:9]1>>[NH:1]([NH2:2])[C:10]([c:5]1[c:4]([OH:3])[cH:9][cH:8][cH:7][n:6]1)=[O:12]. Reactants: ClC1=NC2=CC(=C(C=C2C(=N1)Cl)F)Br (2,4-dichloro-6-fluoro-7-bromo-quinazoline), N1CCOCC1 (morpholine), 5-fluoro-6-bromo-1H-indolin-2,3-dione, NC(=O)N (urea), OO (H2O2), O=P(Cl)(Cl)Cl (POCl3), NC(=O)N (urea), FC=1C=C(C(=O)O)C(=CC1Br)N (3-fluoro-4-bromo-6-amino-benzoic acid), FC=1C=C2C(NC(NC2=CC1Br)=O)=O (6-fluoro-7-bromo-quinazolin-2,4-dione), FC=1C=C2C(NC(NC2=CC1Br)=O)=O (6-fluoro-7-bromo-quinazolin-2,4-dione), [OH-].[Na+] (NaOH), FC=1C=C(C(=O)O)C(=CC1Br)N (3-fluoro-4-bromo-6-amino-benzoic acid), FC=1C=C(C(=O)O)C(=CC1Br)N (3-fluoro-4-bromo-6-amino-benzoic acid), FC=1C=C2C(NC(NC2=CC1Br)=O)=O (6-fluoro-7-bromo-quinazolin-2,4-dione), FC=1C=C(C(=O)O)C(=CC1Br)N (3-fluoro-4-bromo-6-amino-benzoic acid), CCN(C(C)C)C(C)C (DIPEA), OO (hydrogen peroxide), [OH-].[Na+] (NaOH). Yields the product ClC1=NC2=CC(=C(C=C2C(=N1)N1CCOCC1)F)Br (2-chloro-4-morpholino-6-fluoro-7-bromo-quinazoline). As a reaction SMILES: [F:1][C:2]1[CH:3]=[C:4]([C:8]([NH2:12])=[CH:9][C:10]=1[Br:11])[C:5](O)=O.OO.[OH-].[Na+].FC1C=C2C(=CC=1Br)NC(=O)NC2=O.NC(N)=O.O=P(Cl)(Cl)Cl.CCN(C(C)C)C(C)C.[Cl:49][C:50]1N=C(Cl)C2C(=CC(Br)=C(F)C=2)[N:51]=1.[NH:63]1[CH2:68][CH2:67][O:66][CH2:65][CH2:64]1>>[Cl:49][C:50]1[N:51]=[C:5]([N:63]2[CH2:68][CH2:67][O:66][CH2:65][CH2:64]2)[C:4]2[C:8](=[CH:9][C:10]([Br:11])=[C:2]([F:1])[CH:3]=2)[N:12]=1 |f:2.3|. Procedure: Scheme Ib provides the preparation of the compounds of the invention where R1 is F and R2 is morpholine following the synthetic route described in Scheme I. Specifically 3-bromo-4-fluoro-aniline 1b is reacted with chloral hydrate and hydroxylamine hydrochloride at about 90° C. to provide N-(3-bromo-4-fluoro-phenyl)-2-hydroxyimino-acetamide 2b. In one embodiment, 3-bromo-4-fluoro-aniline 1b is reacted with about 1 equivalent of chloral hydrate and about 3 equivalents of NH2OH.HCl in the presence ...